Dataset: the Open Reaction Database (ORD), a public repository of structured organic reaction records. Task: describe an organic reaction: reactants, conditions, products, and yield Starting materials: FC(C=1SC(=C(N1)C(CBr)=O)C)(F)F (2-trifluoromethyl-5-methyl-4-bromoacetyl-thiazole), C(=O)(OC)COC1=CC=C(C=C1)CC(C)N (2-(4-carbomethoxymethoxyphenyl)-1-methylethylamine). Yields the product C(=O)(OC)COC1=CC=C(C=C1)CC(C)NCC(C=1N=C(SC1C)C(F)(F)F)O (N-[2-(4-Carbomethoxymethoxyphenyl)-1-methylethyl]-2-hydroxy-2-(2-trifluoromethyl-5-methyl-thiazol-4-yl)ethanamine). RXN SMILES: [F:1][C:2]([F:14])([F:13])[C:3]1[S:4][C:5]([CH3:12])=[C:6]([C:8](=[O:11])[CH2:9]Br)[N:7]=1.[C:15]([CH2:19][O:20][C:21]1[CH:26]=[CH:25][C:24]([CH2:27][CH:28]([NH2:30])[CH3:29])=[CH:23][CH:22]=1)([O:17][CH3:18])=[O:16]>>[C:15]([CH2:19][O:20][C:21]1[CH:26]=[CH:25][C:24]([CH2:27][CH:28]([NH:30][CH2:9][CH:8]([OH:11])[C:6]2[N:7]=[C:3]([C:2]([F:14])([F:13])[F:1])[S:4][C:5]=2[CH3:12])[CH3:29])=[CH:23][CH:22]=1)([O:17][CH3:18])=[O:16]. Procedure details: Prepared analogously to Example 3 by reaction of 2-trifluoromethyl-5-methyl-4-bromoacetyl-thiazole with 2-(4-carbomethoxymethoxyphenyl)-1-methylethylamine followed by reduction. The compound is purified on a silica gel column using ethyl acetate/methanol=9/1 as eluant. The reactants are C(C)(C)(C)C1=C(C=C(C=C1)C(=O)O)NC(CC(CCCCC)C1=C(C(=C(C=C1)OC)OC)OC)=O (N-(2-t-butyl-5-carboxyphenyl)-3-(2,3,4-trimethoxyphenyl)octanamide), NC1=NC=CN=C1 (2-aminopyrazine). The product is C(C)(C)(C)C1=C(C=C(C=C1)C(NC1=NC=CN=C1)=O)NC(CC(CCCCC)C1=C(C(=C(C=C1)OC)OC)OC)=O (N-[2-t-Butyl-5-(N-2-pvrazinylcarbamoyl)phenyl]-3-(2,3,4-trimethoxyphenyl)octanamide). As a reaction SMILES: [C:1]([C:5]1[CH:10]=[CH:9][C:8]([C:11]([OH:13])=O)=[CH:7][C:6]=1[NH:14][C:15](=[O:35])[CH2:16][CH:17]([C:23]1[CH:28]=[CH:27][C:26]([O:29][CH3:30])=[C:25]([O:31][CH3:32])[C:24]=1[O:33][CH3:34])[CH2:18][CH2:19][CH2:20][CH2:21][CH3:22])([CH3:4])([CH3:3])[CH3:2].[NH2:36][C:37]1[CH:42]=[N:41][CH:40]=[CH:39][N:38]=1>>[C:1]([C:5]1[CH:10]=[CH:9][C:8]([C:11](=[O:13])[NH:36][C:37]2[CH:42]=[N:41][CH:40]=[CH:39][N:38]=2)=[CH:7][C:6]=1[NH:14][C:15](=[O:35])[CH2:16][CH:17]([C:23]1[CH:28]=[CH:27][C:26]([O:29][CH3:30])=[C:25]([O:31][CH3:32])[C:24]=1[O:33][CH3:34])[CH2:18][CH2:19][CH2:20][CH2:21][CH3:22])([CH3:3])([CH3:4])[CH3:2]. Procedure details: Following a similar procedure to that described in Example 8, but using N-(2-t-butyl-5-carboxyphenyl)-3-(2,3,4-trimethoxyphenyl)octanamide (prepared as described in Preparation 74A) and 2-aminopyrazine, the title compound was obtained as a colorless foam-like substance. Reactants: ClC1=C(C=O)C=CC=C1Cl (2,3-dichlorobenzaldehyde), NC1=NNC=C1 (3-aminopyrazole), O=C(CC(=O)OCC)CCC (ethyl 3-ketohexanoate). Product: ClC1=C(C=CC=C1Cl)C1C=2C(NC(=C1C(=O)OCC)CCC)=NNC2 (Ethyl 4-(2,3-dichlorophenyl)-4,7-dihydro-6-propyl-2H-pyrazolo[3,4-b]pyridine-5-carboxylate). As a reaction SMILES: [Cl:1][C:2]1[C:9]([Cl:10])=[CH:8][CH:7]=[CH:6][C:3]=1[CH:4]=O.[NH2:11][C:12]1[CH:16]=[CH:15][NH:14][N:13]=1.O=[C:18]([CH2:25][CH2:26][CH3:27])[CH2:19][C:20]([O:22][CH2:23][CH3:24])=[O:21]>>[Cl:1][C:2]1[C:9]([Cl:10])=[CH:8][CH:7]=[CH:6][C:3]=1[CH:4]1[C:19]([C:20]([O:22][CH2:23][CH3:24])=[O:21])=[C:18]([CH2:25][CH2:26][CH3:27])[NH:11][C:12]2=[N:13][NH:14][CH:15]=[C:16]12. Reported procedure: The title compound was prepared from 2,3-dichlorobenzaldehyde, 3-aminopyrazole and ethyl 3-ketohexanoate in the same manner as in Example 25. The reactants are C=C[Sn](CCCC)(CCCC)CCCC, CCOC(C)=O, Cc1ccccc1, COc1cc(Cl)nnc1Oc1ccccc1C, [F-], [Na+], O, c1ccc(P(c2ccccc2)(c2ccccc2)[Pd](P(c2ccccc2)(c2ccccc2)c2ccccc2)(P(c2ccccc2)(c2ccccc2)c2ccccc2)P(c2ccccc2)(c2ccccc2)c2ccccc2)cc1. Yields the product C=Cc1cc(OC)c(Oc2ccccc2C)nn1. RXN SMILES: [CH2:18]([CH2:19][CH2:31][CH3:32])[Sn:20]([CH2:21][CH2:22][CH2:23][CH3:24])([CH2:25][CH2:26][CH2:27][CH3:28])[CH:29]=[CH2:30].[CH3:33][CH2:34][O:35][C:36](=[O:37])[CH3:38].[CH3:41][c:42]1[cH:43][cH:44][cH:45][cH:46][cH:47]1.[Cl:1][c:2]1[cH:3][c:4]([O:16][CH3:17])[c:5]([O:8][c:9]2[c:10]([CH3:15])[cH:11][cH:12][cH:13][cH:14]2)[n:6][n:7]1.[F-:39].[Na+:40].[OH2:125].[cH:48]1[cH:49][cH:50][c:51]([P:52]([Pd:53]([P:54]([c:55]2[cH:56][cH:57][cH:58][cH:59][cH:60]2)([c:61]2[cH:62][cH:63][cH:64][cH:65][cH:66]2)[c:67]2[cH:68][cH:69][cH:70][cH:71][cH:72]2)([P:73]([c:74]2[cH:75][cH:76][cH:77][cH:78][cH:79]2)([c:80]2[cH:81][cH:82][cH:83][cH:84][cH:85]2)[c:86]2[cH:87][cH:88][cH:89][cH:90][cH:91]2)[P:92]([c:93]2[cH:94][cH:95][cH:96][cH:97][cH:98]2)([c:99]2[cH:100][cH:101][cH:102][cH:103][cH:104]2)[c:105]2[cH:106][cH:107][cH:108][cH:109][cH:110]2)([c:111]2[cH:112][cH:113][cH:114][cH:115][cH:116]2)[c:117]2[cH:118][cH:119][cH:120][cH:121][cH:122]2)[cH:123][cH:124]1>>[c:2]1([CH:18]=[CH2:19])[cH:3][c:4]([O:16][CH3:17])[c:5]([O:8][c:9]2[c:10]([CH3:15])[cH:11][cH:12][cH:13][cH:14]2)[n:6][n:7]1. Starting materials: O=C1c2c(-c3ccc(Cl)cc3Cl)cccc2C2CNCCC12, O=C(O)C(F)(F)F. The product is Clc1ccc(-c2cccc3c2CC2CCNCC32)c(Cl)c1. As a reaction SMILES: [Cl:1][c:2]1[c:3](-[c:9]2[cH:10][cH:11][cH:12][c:13]3[c:21]2[C:20](=[O:22])[CH:19]2[CH:14]3[CH2:15][NH:16][CH2:17][CH2:18]2)[cH:4][cH:5][c:6]([Cl:8])[cH:7]1.[OH:23][C:24]([C:25]([F:26])([F:27])[F:28])=[O:29]>>[Cl:1][c:2]1[c:3](-[c:9]2[cH:10][cH:11][cH:12][c:13]3[c:21]2[CH2:20][CH:19]2[CH:14]3[CH2:15][NH:16][CH2:17][CH2:18]2)[cH:4][cH:5][c:6]([Cl:8])[cH:7]1.